This data is from the Open Reaction Database (ORD), a public repository of structured organic reaction records. The task is: describe an organic reaction: reactants, conditions, products, and yield Starting materials: ClCCl, CCOCC, CN(C)c1ccncc1, CCCC1CCC(c2ccc(O)c(F)c2F)CC1, CCOc1ccc(C(=O)O)c(F)c1F. Product: CCCC1CCC(c2ccc(OC(=O)c3ccc(OCC)c(F)c3F)c(F)c2F)CC1. RXN SMILES: [CH2:38]([Cl:39])[Cl:40].[CH3:19][CH2:20][O:21][CH2:22][CH3:23].[CH3:41][N:42]([CH3:43])[c:44]1[cH:45][cH:46][n:47][cH:48][cH:49]1.[F:1][c:2]1[c:3]([OH:18])[cH:4][cH:5][c:6]([CH:9]2[CH2:10][CH2:11][CH:12]([CH2:15][CH2:16][CH3:17])[CH2:13][CH2:14]2)[c:7]1[F:8].[F:24][c:25]1[c:26]([C:27](=[O:28])[OH:29])[cH:30][cH:31][c:32]([O:35][CH2:36][CH3:37])[c:33]1[F:34]>>[F:1][c:2]1[c:3]([O:18][C:27]([c:26]2[c:25]([F:24])[c:33]([F:34])[c:32]([O:35][CH2:36][CH3:37])[cH:31][cH:30]2)=[O:28])[cH:4][cH:5][c:6]([CH:9]2[CH2:10][CH2:11][CH:12]([CH2:15][CH2:16][CH3:17])[CH2:13][CH2:14]2)[c:7]1[F:8].